This data is from the Open Reaction Database (ORD), a public repository of structured organic reaction records. The task is: describe an organic reaction: reactants, conditions, products, and yield The reactants are CC(C)(C)C#Cc1ccc2c(c1)C1(COC(N)=N1)c1cc(-c3cncnc3)ccc1O2, CCO, [H][H]. Product: CC(C)(C)CCc1ccc2c(c1)C1(COC(N)=N1)c1cc(-c3cncnc3)ccc1O2. As a reaction SMILES: [CH3:1][C:2]([C:3]#[C:4][c:5]1[cH:6][c:7]2[c:8]([cH:9][cH:10]1)[O:11][c:12]1[cH:13][cH:14][c:15](-[c:24]3[cH:25][n:26][cH:27][n:28][cH:29]3)[cH:16][c:17]1[C:18]21[N:19]=[C:20]([NH2:23])[O:21][CH2:22]1)([CH3:30])[CH3:31].[CH3:34][CH2:35][OH:36].[H:32][H:33]>>[CH3:1][C:2]([CH2:3][CH2:4][c:5]1[cH:6][c:7]2[c:8]([cH:9][cH:10]1)[O:11][c:12]1[cH:13][cH:14][c:15](-[c:24]3[cH:25][n:26][cH:27][n:28][cH:29]3)[cH:16][c:17]1[C:18]21[N:19]=[C:20]([NH2:23])[O:21][CH2:22]1)([CH3:30])[CH3:31].